From a dataset of the Open Reaction Database (ORD), a public repository of structured organic reaction records. describe an organic reaction: reactants, conditions, products, and yield Starting materials: CO, COC(=O)C1CCCC1C(=O)OC, Cl, [K+], [OH-], O. Product: COC(=O)C1CCCC1C(=O)O. As a reaction SMILES: [CH3:17][OH:18].[CH3:1][O:2][C:3](=[O:4])[CH:5]1[CH:6]([C:10](=[O:11])[O:12][CH3:13])[CH2:7][CH2:8][CH2:9]1.[ClH:16].[K+:15].[OH-:14].[OH2:19]>>[CH3:1][O:2][C:3](=[O:4])[CH:5]1[CH:6]([C:10](=[O:11])[OH:12])[CH2:7][CH2:8][CH2:9]1.